describe an organic reaction: reactants, conditions, products, and yield From a dataset of the Open Reaction Database (ORD), a public repository of structured organic reaction records. Starting materials: C/C(/CO)=C\C(C)C1=C(C=CC=C1)C ((E)-2-Methyl-4-(2-methylphenyl)pent-2-en-1-ol), C(C)[Zn]CC (diethylzinc), C1(=CC=CC=C1)C (toluene), S(O)(O)(=O)=O (sulfuric acid), ClCI (Chloroiodomethane). Run at temperature -20 celsius, time 10 minute. Yields the product C[C@@]1([C@@H](C1)[C@@H](C)C1=C(C=CC=C1)C)CO ([(1R*,2S*)-1-Methyl-2-((R*)-1-(2-methylphenyl)ethyl)cyclopropyl]methanol). Isolated yield 37.0%. As a reaction SMILES: [CH2:1]([Zn]CC)C.C1(C)C=CC=CC=1.ClCI.[CH3:16]/[C:17](=[CH:20]\[CH:21]([C:23]1[CH:28]=[CH:27][CH:26]=[CH:25][C:24]=1[CH3:29])[CH3:22])/[CH2:18][OH:19].S(=O)(=O)(O)O>>[CH3:16][C@@:17]1([CH2:18][OH:19])[CH2:1][C@H:20]1[C@H:21]([C:23]1[CH:28]=[CH:27][CH:26]=[CH:25][C:24]=1[CH3:29])[CH3:22]. Reported procedure: Under a nitrogen atmosphere, a diethylzinc solution in toluene (concentration: 15% by weight, 6.92 g, 8.4 mmol) was placed into a 100-ml flask equipped with a stirring apparatus, a dropping funnel, and a thermometer, and cooled to −20° C. Chloroiodomethane (2.96 g, 16.8 mmol) was placed into the dropping funnel, and added dropwise with the temperature kept between −15 and −20° C. After completion of the dropwise addition, the mixture was stirred at −5 to −15° C. for 10 minutes, and then cooled t... The reactants are O=C([O-])[O-], CI, C[O-], CC#N, CCCCCC, CCOCC, CCOC(C)=O, CO, [K+], [K+], [Na+], O, CNc1ccc(C2CC(=O)N(C)C2C(O)c2ccc(-c3ccccc3)s2)cc1. The product is CN(C)c1ccc(C2CC(=O)N(C)C2C(O)c2ccc(-c3ccccc3)s2)cc1. RXN SMILES: [C:31](=[O:32])([O-:33])[O-:34].[CH3:29][I:30].[CH3:37][O-:38].[CH3:40][C:41]#[N:42].[CH3:44][CH2:45][CH2:46][CH2:47][CH2:48][CH3:49].[CH3:50][CH2:51][O:52][CH2:53][CH3:54].[CH3:55][CH2:56][O:57][C:58]([CH3:59])=[O:60].[CH3:61][OH:62].[K+:35].[K+:36].[Na+:39].[OH2:43].[OH:1][CH:2]([CH:3]1[CH:4]([c:10]2[cH:11][cH:12][c:13]([NH:16][CH3:17])[cH:14][cH:15]2)[CH2:5][C:6](=[O:9])[N:7]1[CH3:8])[c:18]1[s:19][c:20](-[c:23]2[cH:24][cH:25][cH:26][cH:27][cH:28]2)[cH:21][cH:22]1>>[OH:1][CH:2]([CH:3]1[CH:4]([c:10]2[cH:11][cH:12][c:13]([N:16]([CH3:17])[CH3:31])[cH:14][cH:15]2)[CH2:5][C:6](=[O:9])[N:7]1[CH3:8])[c:18]1[s:19][c:20](-[c:23]2[cH:24][cH:25][cH:26][cH:27][cH:28]2)[cH:21][cH:22]1.